From a dataset of the Open Reaction Database (ORD), a public repository of structured organic reaction records. describe an organic reaction: reactants, conditions, products, and yield Reactants: C[Si](C)(C)CCOCn1cnc(Br)c1Br, C[Sn](C)(C)c1cccnc1, Cc1ccccc1, CCOC(C)=O. Product: C[Si](C)(C)CCOCn1cnc(Br)c1-c1cccnc1. RXN SMILES: [Br:11][c:12]1[n:13][cH:14][n:15]([CH2:18][O:19][CH2:20][CH2:21][Si:22]([CH3:23])([CH3:24])[CH3:25])[c:16]1[Br:17].[CH3:1][Sn:2]([c:3]1[cH:4][n:5][cH:6][cH:7][cH:8]1)([CH3:9])[CH3:10].[CH3:26][c:27]1[cH:28][cH:29][cH:30][cH:31][cH:32]1.[CH3:33][CH2:34][O:35][C:36](=[O:37])[CH3:38]>>[c:3]1(-[c:16]2[c:12]([Br:11])[n:13][cH:14][n:15]2[CH2:18][O:19][CH2:20][CH2:21][Si:22]([CH3:23])([CH3:24])[CH3:25])[cH:4][n:5][cH:6][cH:7][cH:8]1. Reactants: ClC1=C(C=CC=C1)CO.BrC1=NC=CC=C1 ((2-bromopyridine)-(2-chlorophenyl)-methanol). The reagents and catalysts are [O-2].[Mn+4].[O-2] (manganese(IV) oxide). Solvent: C1(=CC=CC=C1)C (toluene). Yields the product BrC1=NC=CC=C1C(=O)C1=C(C=CC=C1)Cl ((2-Bromopyridin-3-yl)-(2-chlorophenyl)-methanone). Isolated yield 93.1%. RXN SMILES: [Cl:1][C:2]1[CH:7]=[CH:6][CH:5]=[CH:4][C:3]=1[CH2:8][OH:9].[Br:10][C:11]1[CH:16]=[CH:15][CH:14]=[CH:13][N:12]=1>C1(C)C=CC=CC=1.[O-2].[Mn+4].[O-2]>[Br:10][C:11]1[C:16]([C:8]([C:3]2[CH:4]=[CH:5][CH:6]=[CH:7][C:2]=2[Cl:1])=[O:9])=[CH:15][CH:14]=[CH:13][N:12]=1 |f:0.1,3.4.5|. Procedure: Add 85% manganese(IV) oxide (500 g, 5.75 mol) to a slurry of (2-bromopyridine)-(2-chlorophenyl)-methanol (392 g, 1.131 mol) in toluene (2.5 L), heat to a reflux and stir. After one hour cool to ambient temperature and filter through Celite®. Concentrate the solution under reduced pressure. Purify by recrystalization from MTBE: heptane (2:1) to give title compound 312.4 g (80%). 1H NMR (300 MHz, CDCl3), δ 8.50 (dd, 1H, J=1.83, 4.73), 7.78 (dd, 1H, J=1.83, 7.63), 7.60 (dd, 1H, J=1.53, 7.63), 7.53-... The reactants are O=C(Cl)c1ccccc1, CN(C)c1ccncc1, Nc1ccc(C2(O)OC(CO)C(O)C(O)C2O)cc1, c1ccncc1. Product: O=C(Nc1ccc(C2(O)OC(CO)C(O)C(O)C2O)cc1)c1ccccc1. RXN SMILES: [C:20]([c:21]1[cH:22][cH:23][cH:24][cH:25][cH:26]1)(=[O:27])[Cl:28].[CH3:35][N:36]([CH3:37])[c:38]1[cH:39][cH:40][n:41][cH:42][cH:43]1.[NH2:1][c:2]1[cH:3][cH:4][c:5]([C:8]2([OH:9])[CH:10]([OH:11])[CH:12]([OH:13])[CH:14]([OH:15])[CH:16]([CH2:18][OH:19])[O:17]2)[cH:6][cH:7]1.[cH:29]1[cH:30][cH:31][n:32][cH:33][cH:34]1>>[NH:1]([c:2]1[cH:3][cH:4][c:5]([C:8]2([OH:9])[CH:10]([OH:11])[CH:12]([OH:13])[CH:14]([OH:15])[CH:16]([CH2:18][OH:19])[O:17]2)[cH:6][cH:7]1)[C:20]([c:21]1[cH:22][cH:23][cH:24][cH:25][cH:26]1)=[O:27].